The task is: describe an organic reaction: reactants, conditions, products, and yield. This data is from the Open Reaction Database (ORD), a public repository of structured organic reaction records. Starting materials: n-bromobutane, [N+](=O)([O-])C1=CC=2CC3=CC=CC=C3C2C=C1 (2-nitrofluorene), [OH-].[K+] (potassium hydroxide), [I-].[K+] (potassium iodide), O (water). Run in CS(=O)C (dimethylsulfoxide). Conditions: temperature 15 celsius, time 2 hour. Product: C(CCC)C1(C2=CC=CC=C2C=2C=CC(=CC12)[N+](=O)[O-])CCCC (9,9-di-n-butyl-2-nitrofluorene). The yield is 158.7%. As a reaction SMILES: [N+:1]([C:4]1[CH:16]=[CH:15][C:14]2[C:13]3[C:8](=[CH:9][CH:10]=[CH:11][CH:12]=3)[CH2:7][C:6]=2[CH:5]=1)([O-:3])=[O:2].[OH-].[K+].[I-].[K+].O>CS(C)=O>[CH2:16]([C:7]1([CH2:7][CH2:8][CH2:9][CH3:10])[C:6]2[CH:5]=[C:4]([N+:1]([O-:3])=[O:2])[CH:16]=[CH:15][C:14]=2[C:13]2[C:8]1=[CH:9][CH:10]=[CH:11][CH:12]=2)[CH2:4][CH2:5][CH3:6] |f:1.2,3.4|. Procedure: 12.66 g of 2-nitrofluorene (1) (60 mmol), 21.0 g of potassium hydroxide (0.3 mol, purity: 80%), and 1.01 g of potassium iodide (6 mmol) were dissolved in 200 ml of anhydrous dimethylsulfoxide under nitrogen atmosphere, and a reaction temperature was maintained at 15° C. Then, 33 ml of n-bromobutane (0.3 mol) was slowly added thereto for 2 hours, followed by stirring at 15° C. for 1 hour. Thereafter, 200 ml of distilled water was added to the reaction mixture and stirred for about 30 minutes, a p... Starting materials: C1(=CC=CC=C1)C(OC1C=NC(=CC1=O)CO)C1=CC=CC=C1 (3-diphenylmethoxy-6-hydroxymethyl-4-pyridone), C(C)(C)N (isopropylamine), C(Cl)(Cl)Cl.CO (chloroform methanol). Solvent: CO (methanol). Reaction conditions: time 6 day. Yields the product C1(=CC=CC=C1)C(OC1=CN(C(=CC1=O)CO)C(C)C)C1=CC=CC=C1 (3-diphenylmethoxy-6-hydroxymethyl-1-isopropyl-4-pyridone). Yield: 45.9%. As a reaction SMILES: [C:1]1([CH:7]([C:18]2[CH:23]=[CH:22][CH:21]=[CH:20][CH:19]=2)[O:8][CH:9]2[C:14](=[O:15])[CH:13]=[C:12]([CH2:16][OH:17])[N:11]=[CH:10]2)[CH:6]=[CH:5][CH:4]=[CH:3][CH:2]=1.[CH:24](N)([CH3:26])[CH3:25].C(Cl)(Cl)Cl.CO>CO>[C:18]1([CH:7]([C:1]2[CH:2]=[CH:3][CH:4]=[CH:5][CH:6]=2)[O:8][C:9]2[C:14](=[O:15])[CH:13]=[C:12]([CH2:16][OH:17])[N:11]([CH:24]([CH3:26])[CH3:25])[CH:10]=2)[CH:23]=[CH:22][CH:21]=[CH:20][CH:19]=1 |f:2.3|. Procedure details: To a solution of 3.083 g of 3-diphenylmethoxy-6-hydroxymethyl-4-pyridone in 120 ml of methanol is added 11.082 g of isopropylamine at room temperature, and the mixture is stirred for 6 days. The reaction mixture is condensed to dryness under reduced pressure, and the resulting residue is subjected to flash column chromatography on 120 g of Wako-Gel C-300 (manufactured by Wako Pure Chemical Industries, Ltd.) with an eluent of chloroform-methanol (20:1) to perform separation and purification. The ... Reactants: CCOc1cc(N2CCN(CCS(C)(=O)=O)CC2)c(C)cc1N, CC(C)Oc1ccc(-c2nc3ccccn3c2-c2ccnc(Cl)n2)cc1C(=O)Nc1c(F)cccc1F, OC(F)(F)CF, Cc1ccc(S(=O)(=O)O)cc1. The product is CCOc1cc(N2CCN(CCS(C)(=O)=O)CC2)c(C)cc1Nc1nccc(-c2c(-c3ccc(OC(C)C)c(C(=O)Nc4c(F)cccc4F)c3)nc3ccccn23)n1. As a reaction SMILES: [CH3:38][c:39]1[c:40]([N:49]2[CH2:50][CH2:51][N:52]([CH2:55][CH2:56][S:57](=[O:58])(=[O:59])[CH3:60])[CH2:53][CH2:54]2)[cH:41][c:42]([O:46][CH2:47][CH3:48])[c:43]([NH2:45])[cH:44]1.[Cl:1][c:2]1[n:3][cH:4][cH:5][c:6](-[c:8]2[c:9](-[c:17]3[cH:18][cH:19][c:20]([O:34][CH:35]([CH3:36])[CH3:37])[c:21]([C:22](=[O:23])[NH:24][c:25]4[c:26]([F:32])[cH:27][cH:28][cH:29][c:30]4[F:31])[cH:33]3)[n:10][c:11]3[n:12]2[cH:13][cH:14][cH:15][cH:16]3)[n:7]1.[F:72][CH2:73][C:74]([F:75])([F:76])[OH:77].[c:61]1([CH3:62])[cH:63][cH:64][c:65]([S:66]([OH:67])(=[O:68])=[O:69])[cH:70][cH:71]1>>[c:2]1([NH:45][c:43]2[c:42]([O:46][CH2:47][CH3:48])[cH:41][c:40]([N:49]3[CH2:50][CH2:51][N:52]([CH2:55][CH2:56][S:57](=[O:58])(=[O:59])[CH3:60])[CH2:53][CH2:54]3)[c:39]([CH3:38])[cH:44]2)[n:3][cH:4][cH:5][c:6](-[c:8]2[c:9](-[c:17]3[cH:18][cH:19][c:20]([O:34][CH:35]([CH3:36])[CH3:37])[c:21]([C:22](=[O:23])[NH:24][c:25]4[c:26]([F:32])[cH:27][cH:28][cH:29][c:30]4[F:31])[cH:33]3)[n:10][c:11]3[n:12]2[cH:13][cH:14][cH:15][cH:16]3)[n:7]1.